Dataset: the Open Reaction Database (ORD), a public repository of structured organic reaction records. Task: describe an organic reaction: reactants, conditions, products, and yield Starting materials: E1, ClC=1C=C2N(C(N1)=O)CCN2C (7-chloro-1-methyl-2,3-dihydroimidazo[1,2-c]pyrimidin-5(1H)-one), ClC1=C(C=C(OC2=CC=C(C=C2)CO)C=C1)C(F)(F)F ((4-(4-chloro-3-(trifluoromethyl)phenoxy)phenyl)methanol). The product is ClC1=C(C=C(OC2=CC=C(COC=3C=C4N(C(N3)=O)CCN4C)C=C2)C=C1)C(F)(F)F (7-((4-(4-chloro-3-(trifluoromethyl)phenoxy)benzyl)oxy)-1-methyl-2,3-dihydroimidazo[1,2-c]pyrimidin-5(1H)-one). As a reaction SMILES: Cl[C:2]1[CH:3]=[C:4]2[N:11]([CH3:12])[CH2:10][CH2:9][N:5]2[C:6](=[O:8])[N:7]=1.[Cl:13][C:14]1[CH:28]=[CH:27][C:17]([O:18][C:19]2[CH:24]=[CH:23][C:22]([CH2:25][OH:26])=[CH:21][CH:20]=2)=[CH:16][C:15]=1[C:29]([F:32])([F:31])[F:30]>>[Cl:13][C:14]1[CH:28]=[CH:27][C:17]([O:18][C:19]2[CH:20]=[CH:21][C:22]([CH2:25][O:26][C:2]3[CH:3]=[C:4]4[N:11]([CH3:12])[CH2:10][CH2:9][N:5]4[C:6](=[O:8])[N:7]=3)=[CH:23][CH:24]=2)=[CH:16][C:15]=1[C:29]([F:30])([F:31])[F:32]. Reported procedure: The title compound was prepared by a procedure similar to those described for E1 starting from 7-chloro-1-methyl-2,3-dihydroimidazo[1,2-c]pyrimidin-5(1H)-one and (4-(4-chloro-3-(trifluoromethyl)phenoxy)phenyl)methanol. The reactants are FC1=CC=C(C=C1)C(=C1CCN(CC1)CCCN1C(C=2C(C1=O)=CC=CC2)=O)C2=CC=C(C=C2)F (4-[bis(4-fluorophenyl)methylene]-1-(3-phthalimidopropyl)piperidine), O.NN (hydrazine hydrate). The product is NCCCN1CCC(CC1)=C(C1=CC=C(C=C1)F)C1=CC=C(C=C1)F (1-(3-Aminopropyl)-4-[bis(4-fluorophenyl)-methylene]piperidine). Isolated yield 20.0%. RXN SMILES: [F:1][C:2]1[CH:7]=[CH:6][C:5]([C:8]([C:29]2[CH:34]=[CH:33][C:32]([F:35])=[CH:31][CH:30]=2)=[C:9]2[CH2:14][CH2:13][N:12]([CH2:15][CH2:16][CH2:17][N:18]3C(=O)C4=CC=CC=C4C3=O)[CH2:11][CH2:10]2)=[CH:4][CH:3]=1.O.NN>>[NH2:18][CH2:17][CH2:16][CH2:15][N:12]1[CH2:13][CH2:14][C:9](=[C:8]([C:29]2[CH:30]=[CH:31][C:32]([F:35])=[CH:33][CH:34]=2)[C:5]2[CH:6]=[CH:7][C:2]([F:1])=[CH:3][CH:4]=2)[CH2:10][CH2:11]1 |f:1.2|. Procedure details: The title compound was prepared in a yield of 20% in a similar manner to that described in Preparation 15' by reacting 4-[bis(4-fluorophenyl)methylene]-1-(3-phthalimidopropyl)piperidine (prepared as described in Preparation 48') and hydrazine hydrate. Reactants: [BH4-], O=C([O-])C(O)C(O)C(=O)[O-], CC(C)COC(=O)Cl, CN1CCOCC1, CCOCC, O=C(O)c1cnc(C(F)(F)F)nc1, [K+], [K+], [Na+], [Na]. The product is OCc1cnc(C(F)(F)F)nc1. Reaction SMILES: [BH4-:29].[C:32]([CH:33]([CH:34]([C:35]([O-:36])=[O:37])[OH:38])[OH:39])([O-:40])=[O:41].[CH2:21]([O:22][C:23]([Cl:24])=[O:25])[CH:26]([CH3:27])[CH3:28].[CH3:14][N:15]1[CH2:16][CH2:17][O:18][CH2:19][CH2:20]1.[CH3:44][CH2:45][O:46][CH2:47][CH3:48].[F:1][C:2]([c:3]1[n:4][cH:5][c:6]([C:9](=[O:10])[OH:11])[cH:7][n:8]1)([F:12])[F:13].[K+:42].[K+:43].[Na+:30].[Na:31]>>[F:1][C:2]([c:3]1[n:4][cH:5][c:6]([CH2:9][OH:10])[cH:7][n:8]1)([F:12])[F:13].